Task: describe an organic reaction: reactants, conditions, products, and yield. Dataset: the Open Reaction Database (ORD), a public repository of structured organic reaction records Starting materials: S(=O)(Cl)Cl (Thionylchloride), OCCCNC1=NC2=CC=CC=C2C1(O)C1=CC=CC=C1 (2-(3-hydroxypropylamino)-3-phenyl-3H-indol-3-ol). Solvent: C(Cl)(Cl)Cl (chloroform). Product: ClCCCNC1=NC2=CC=CC=C2C1(O)C1=CC=CC=C1 (2-(3-Chloropropylamino)-3-phenyl-3H-indol-3-ol), hydrochloride salt. RXN SMILES: S(Cl)([Cl:3])=O.O[CH2:6][CH2:7][CH2:8][NH:9][C:10]1[C:18]([C:20]2[CH:25]=[CH:24][CH:23]=[CH:22][CH:21]=2)([OH:19])[C:17]2[C:12](=[CH:13][CH:14]=[CH:15][CH:16]=2)[N:11]=1>C(Cl)(Cl)Cl>[Cl:3][CH2:6][CH2:7][CH2:8][NH:9][C:10]1[C:18]([C:20]2[CH:25]=[CH:24][CH:23]=[CH:22][CH:21]=2)([OH:19])[C:17]2[C:12](=[CH:13][CH:14]=[CH:15][CH:16]=2)[N:11]=1. Procedure details: Thionylchloride (1.53 ml.) was added dropwise to a stirred cooled suspension of 2-(3-hydroxypropylamino)-3-phenyl-3H-indol-3-ol (3 g.) in chloroform (25 ml.). On completion of the addition the reaction was allowed to warm to room temperature and then heated under reflux for 45 minutes. The solvent and excess thionyl chloride were removed under reduced pressure and the resulting product crystallised from isopropanol-ether to give the title compound as its hydrochloride salt (2.72 g.). After two r...